The task is: describe an organic reaction: reactants, conditions, products, and yield. This data is from the Open Reaction Database (ORD), a public repository of structured organic reaction records. RXN SMILES: [CH2:1]([O:3][C:4]([C:6]1[C:10]([C:11]2[CH:16]=[CH:15][CH:14]=[C:13]([CH3:17])[CH:12]=2)=[CH:9][S:8][C:7]=1[NH2:18])=[O:5])[CH3:2].[C:19]1(=O)[O:24][C:22](=[O:23])[C:21]2=[CH:25][CH:26]=[CH:27][CH:28]=[C:20]12>C(O)(=O)C>[CH2:1]([O:3][C:4]([C:6]1[C:10]([C:11]2[CH:16]=[CH:15][CH:14]=[C:13]([CH3:17])[CH:12]=2)=[CH:9][S:8][C:7]=1[N:18]1[C:22](=[O:23])[C:21]2[C:20](=[CH:28][CH:27]=[CH:26][CH:25]=2)[C:19]1=[O:24])=[O:5])[CH3:2]. Reactants: C(C)OC(=O)C1=C(SC=C1C1=CC(=CC=C1)C)N (2-amino-4-(3-methylphenyl)-thiophene-3-carboxylic acid ethyl ester), C1(C=2C(C(=O)O1)=CC=CC2)=O (phthalic anhydride). Isolated yield 63.0%. Procedure: A mixture of 2-amino-4-(3-methylphenyl)-thiophene-3-carboxylic acid ethyl ester (2 mmol, Example 2 & 3, Part B) and phthalic anhydride (2.2 mmol) in glacial acetic acid (20 mL) was heated at reflux overnight. After cooling to room temperature, the acetic acid was removed in vacuo and the residue triturated with petroleum ether. The crude product was collected by filtration, suspended in acetyl chloride (5 mL), and heated to reflux for one hour. After removing the solvent in vacuo, the residue wa... The product is C(C)OC(=O)C1=C(SC=C1C1=CC(=CC=C1)C)N1C(C2=CC=CC=C2C1=O)=O (2-(1,3-Dioxo-1,3-dihydroisoindol-2-yl)-4-(3-methylphenyl)-thiophene-3-carboxylic acid ethyl ester). The solvent is C(C)(=O)O (acetic acid). Starting materials: BrC1=C(C=CC(=C1)F)C1N=C(NC(=C1C(=O)OCC)CBr)C1=NNC=N1 (Ethyl 4-(2-bromo-4-fluorophenyl)-6-(bromomethyl)-2-(1H-1,2,4-triazol-3-yl)-1,4-dihydropyrimidine-5-carboxylate), Cl.N1C[C@H](OCC1)C(C)(C)O ((S)-2-(morpholin-2-yl)propan-2-ol hydrochloride). The product is BrC1=C(C=CC(=C1)F)C1N=C(NC(=C1C(=O)OCC)CN1C[C@H](OCC1)C(C)(C)O)C1=NNC=N1 (Ethyl 4-(2-bromo-4-fluorophenyl)-6-(((S)-2-(2-hydroxypropan-2-yl)morpholino)methyl)-2-(1H-1,2,4-triazol-3-yl)-1,4-dihydropyrimidine-5-carboxylate). Yield: 22.5%. Reaction SMILES: [Br:1][C:2]1[CH:7]=[C:6]([F:8])[CH:5]=[CH:4][C:3]=1[CH:9]1[C:14]([C:15]([O:17][CH2:18][CH3:19])=[O:16])=[C:13]([CH2:20]Br)[NH:12][C:11]([C:22]2[N:26]=[CH:25][NH:24][N:23]=2)=[N:10]1.Cl.[NH:28]1[CH2:33][CH2:32][O:31][C@H:30]([C:34]([OH:37])([CH3:36])[CH3:35])[CH2:29]1>>[Br:1][C:2]1[CH:7]=[C:6]([F:8])[CH:5]=[CH:4][C:3]=1[CH:9]1[C:14]([C:15]([O:17][CH2:18][CH3:19])=[O:16])=[C:13]([CH2:20][N:28]2[CH2:33][CH2:32][O:31][C@H:30]([C:34]([OH:37])([CH3:36])[CH3:35])[CH2:29]2)[NH:12][C:11]([C:22]2[N:26]=[CH:25][NH:24][N:23]=2)=[N:10]1 |f:1.2|. Procedure details: Ethyl 4-(2-bromo-4-fluorophenyl)-6-(bromomethyl)-2-(1H-1,2,4-triazol-3-yl)-1,4-dihydropyrimidine-5-carboxylate (0.75 g, 1.53 mmol) was reacted with (S)-2-(morpholin-2-yl)propan-2-ol hydrochloride (0.28 g, 1.53 mmol) according to the procedure as described in Example 25, Step B to give the title compound as a yellow solid (0.19 g, 22%). The compound was characterized by the following spectroscopic data: Starting materials: CC(=O)C (acetone), OC1=C(C=CC=C1)C1C(CSC2=CC(=CC=C12)OCOC)(C)C1=CC=C(C=C1)OCOC ((3RS,4RS)-4-(hydroxyphenyl)-7-methoxymethyloxy-3-[4-(methoxymethyloxy)phenyl]-3-methylthiochroman), BrCCCCCl (1-bromo-4-chlorobutane), C([O-])([O-])=O.[K+].[K+] (potassium carbonate). Run in O (water). Product: ClCCCCOC1=CC=C(C=C1)C1C(CSC2=CC(=CC=C12)OCOC)(C)C1=CC=C(C=C1)OCOC ((3RS,4RS)-4-[4-(4-chlorobutyloxy)phenyl]-7-methoxymethyloxy-3-[4-(methoxymethyloxy)phenyl]-3-methylthiochroman). Yield: 87.0%. Reaction SMILES: [CH3:1][C:2]([CH3:4])=[O:3].O[C:6]1C=CC=[CH:8][C:7]=1[CH:12]1[C:21]2[C:16](=[CH:17][C:18]([O:22][CH2:23][O:24][CH3:25])=[CH:19][CH:20]=2)[S:15][CH2:14][C:13]1([C:27]1[CH:32]=[CH:31][C:30]([O:33][CH2:34][O:35][CH3:36])=[CH:29][CH:28]=1)[CH3:26].Br[CH2:38][CH2:39][CH2:40][CH2:41][Cl:42].C(=O)([O-])[O-].[K+].[K+]>O>[Cl:42][CH2:41][CH2:40][CH2:39][CH2:38][O:3][C:2]1[CH:4]=[CH:8][C:7]([CH:12]2[C:21]3[C:16](=[CH:17][C:18]([O:22][CH2:23][O:24][CH3:25])=[CH:19][CH:20]=3)[S:15][CH2:14][C:13]2([C:27]2[CH:28]=[CH:29][C:30]([O:33][CH2:34][O:35][CH3:36])=[CH:31][CH:32]=2)[CH3:26])=[CH:6][CH:1]=1 |f:3.4.5|. Procedure: To acetone solution (2 ml) of (3RS,4RS)-4-(hydroxyphenyl)-7-methoxymethyloxy-3-[4-(methoxymethyloxy)phenyl]-3-methylthiochroman (70 mg, 0.15 mmol) were added 1-bromo-4-chlorobutane (36 μl, 0.31 mmol) and potassium carbonate (64 mg, 0.46 mmol), and the resulting mixture was heated under refluxing for 20 hours. After adding water, the reaction solution was extracted with ethyl acetate. The organic layer was washed with saturated saline, dried over anhydrous magnesium sulfate and then distilled und... The reactants are COC=1C=C(C=C(C1OC)OC)CCCCl (3-(3,4,5-trimethoxyphenyl)propyl chloride), C(C)(=O)OCC (ethyl acetate), S1C(=CC=C1)C(CC)[N+]#[C-] (1-(2-thienyl)propyl isocyanide), C(C)(=O)O (acetic acid). Run in O1CCCC1 (tetrahydrofuran), O (water), O1CCCC1 (tetrahydrofuran). Conditions: time 30 minute. The product is C(C)C(CCCC1=CC(=C(C(=C1)OC)OC)OC)(C=1SC=CC1)[N+]#[C-] (1-ethyl-4-(3,4,5-trimethoxyphenyl)-1-(2-thienyl)butyl isocyanide). The yield is 71.5%. RXN SMILES: [S:1]1[CH:5]=[CH:4][CH:3]=[C:2]1[CH:6]([N+:9]#[C-:10])[CH2:7][CH3:8].[CH3:11][O:12][C:13]1[CH:14]=[C:15]([CH2:23][CH2:24][CH2:25]Cl)[CH:16]=[C:17]([O:21][CH3:22])[C:18]=1[O:19][CH3:20].C(O)(=O)C.C(OCC)(=O)C>O1CCCC1.O>[CH2:7]([C:6]([N+:9]#[C-:10])([C:2]1[S:1][CH:5]=[CH:4][CH:3]=1)[CH2:25][CH2:24][CH2:23][C:15]1[CH:16]=[C:17]([O:21][CH3:22])[C:18]([O:19][CH3:20])=[C:13]([O:12][CH3:11])[CH:14]=1)[CH3:8]. Procedure details: A solution of 2 g of diisopropylamine in 10 ml of tetrahydrofuran is cooled at -60° C and 10 ml of 1.6 M n-butyl lithium in hexane are added dropwise to the solution. The mixture is stirred at the same temperature for 30 minutes to give a solution of lithium diisopropylamide. A solution of 2 g of 1-(2-thienyl)propyl isocyanide in 10 ml of tetrahydrofuran is added dropwise at -60° C. to the solution obtained above and the mixture is stirred at the same temperature for 30 minutes. A solution of 3.... Starting materials: CC(=O)N1c2ccc(N)cc2C(C)(c2ccccc2)CC1(C)C, COc1ccccc1C(=O)Cl, CCN(C(C)C)C(C)C, C1CCOC1. Yields the product COc1ccccc1C(=O)Nc1ccc2c(c1)C(C)(c1ccccc1)CC(C)(C)N2C(C)=O. Reaction SMILES: [C:1]([CH3:2])(=[O:3])[N:4]1[C:5]([CH3:22])([CH3:23])[CH2:6][C:7]([CH3:15])([c:16]2[cH:17][cH:18][cH:19][cH:20][cH:21]2)[c:8]2[cH:9][c:10]([NH2:14])[cH:11][cH:12][c:13]21.[CH3:24][O:25][c:26]1[c:27]([C:28](=[O:29])[Cl:30])[cH:31][cH:32][cH:33][cH:34]1.[CH:35]([N:36]([CH2:37][CH3:38])[CH:39]([CH3:40])[CH3:41])([CH3:42])[CH3:43].[O:44]1[CH2:45][CH2:46][CH2:47][CH2:48]1>>[C:1]([CH3:2])(=[O:3])[N:4]1[C:5]([CH3:22])([CH3:23])[CH2:6][C:7]([CH3:15])([c:16]2[cH:17][cH:18][cH:19][cH:20][cH:21]2)[c:8]2[cH:9][c:10]([NH:14][C:28]([c:27]3[c:26]([O:25][CH3:24])[cH:34][cH:33][cH:32][cH:31]3)=[O:29])[cH:11][cH:12][c:13]21.